This data is from the Open Reaction Database (ORD), a public repository of structured organic reaction records. The task is: describe an organic reaction: reactants, conditions, products, and yield The reactants are [OH-].[Na+] (NaOH), C1(=C(C=CC=C1)CC(C(=O)O)CC)C1=CC=CC=C1 (3-(2-biphenylyl)-2-ethylpropionic acid), S(=O)(Cl)Cl (thionyl chloride). Yields the product C1(=C(C=CC=C1)CC(C(=O)Cl)CC)C1=CC=CC=C1 (3-(2-biphenylyl)-2-ethylpropionyl chloride). Isolated yield 106.3%. RXN SMILES: [OH-].[Na+].[C:3]1([C:16]2[CH:21]=[CH:20][CH:19]=[CH:18][CH:17]=2)[CH:8]=[CH:7][CH:6]=[CH:5][C:4]=1[CH2:9][CH:10]([CH2:14][CH3:15])[C:11](O)=[O:12].S(Cl)([Cl:24])=O>>[C:3]1([C:16]2[CH:21]=[CH:20][CH:19]=[CH:18][CH:17]=2)[CH:8]=[CH:7][CH:6]=[CH:5][C:4]=1[CH2:9][CH:10]([CH2:14][CH3:15])[C:11]([Cl:24])=[O:12] |f:0.1|. Reported procedure: To a 100-ml three-necked round flask (equipped with a stirrer tip, a Dimroth condenser, a thermometer and a trap of NaOH) were introduced 13.3 g (52.4 mmol) of 3-(2-biphenylyl)-2-ethylpropionic acid and 25.9 ml (355 mmol) of thionyl chloride, and they were refluxed for 2.5 hours with heating in a nitrogen atmosphere. After the reaction was completed, the unreacted thionyl chloride was distilled off under reduced pressure to obtain 15.2 g of a crude product as a yellow orange liquid. This acid ch... The reactants are C(CC(O)(C(=O)O)CC(=O)O)(=O)O (citric acid), C(C)(=O)OCC(CCC1=CC=C(C=C1)C1=C(C=C(C=C1)O)F)(COC(C)=O)NC(C)=O (N-[1,1-bis(acetoxymethyl)-3-(2′-fluoro-4′-hydroxybiphenyl-4-yl)propyl]acetamide), CC1=CC=C(C=C1)B(O)O (4-methylphenylboronic acid), N1=CC=CC=C1 (pyridine), 4A. The reagents and catalysts are C(C)(=O)[O-].[Cu+2].C(C)(=O)[O-] (copper(II) acetate). Solvent: C(Cl)Cl (methylene chloride). The product is C(C)(=O)OCC(CCC1=CC=C(C=C1)C1=C(C=C(C=C1)OC1=CC=C(C=C1)C)F)(COC(C)=O)NC(C)=O (N-{1,1-bis(acetoxymethyl)-3-[2′-fluoro-4′-(4-methylphenoxy)biphenyl-4-yl]propyl}acetamide). Yield: 77.4%. Reaction SMILES: [C:1]([O:4][CH2:5][C:6]([NH:28][C:29](=[O:31])[CH3:30])([CH2:23][O:24][C:25](=[O:27])[CH3:26])[CH2:7][CH2:8][C:9]1[CH:14]=[CH:13][C:12]([C:15]2[CH:20]=[CH:19][C:18]([OH:21])=[CH:17][C:16]=2[F:22])=[CH:11][CH:10]=1)(=[O:3])[CH3:2].[CH3:32][C:33]1[CH:38]=[CH:37][C:36](B(O)O)=[CH:35][CH:34]=1.N1C=CC=CC=1.C(O)(=O)CC(CC(O)=O)(C(O)=O)O>C(Cl)Cl.C([O-])(=O)C.[Cu+2].C([O-])(=O)C>[C:25]([O:24][CH2:23][C:6]([NH:28][C:29](=[O:31])[CH3:30])([CH2:5][O:4][C:1](=[O:3])[CH3:2])[CH2:7][CH2:8][C:9]1[CH:14]=[CH:13][C:12]([C:15]2[CH:20]=[CH:19][C:18]([O:21][C:36]3[CH:37]=[CH:38][C:33]([CH3:32])=[CH:34][CH:35]=3)=[CH:17][C:16]=2[F:22])=[CH:11][CH:10]=1)(=[O:27])[CH3:26] |f:5.6.7|. Procedure: A solution of N-[1,1-bis(acetoxymethyl)-3-(2′-fluoro-4′-hydroxybiphenyl-4-yl)propyl]acetamide (278 mg), 4-methylphenylboronic acid (175 mg), copper(II) acetate (117 mg), pyridine (255 mg) and molecular sieves 4A (500 mg) in methylene chloride (5 mL) was stirred at room temperature for 9 hr. 2% Aqueous citric acid solution (100 mL) was added to the reaction mixture, and the mixture was extracted with chloroform. The extract was washed with saturated brine, and dried over anhydrous sodium sulfate.... The reactants are O=C([O-])[O-], COc1ccc(C=O)cc1OC, CCO, [K+], [K+], N#CCc1c[nH]c2ccccc12. Yields the product COc1ccc(C=C(C#N)c2c[nH]c3ccccc23)cc1OC. As a reaction SMILES: [C:25](=[O:26])([O-:27])[O-:28].[CH3:1][O:2][c:3]1[cH:4][cH:5][c:6]([CH:7]=[O:8])[cH:9][c:10]1[O:11][CH3:12].[CH3:31][CH2:32][OH:33].[K+:29].[K+:30].[nH:13]1[cH:14][c:15]([CH2:22][C:23]#[N:24])[c:16]2[cH:17][cH:18][cH:19][cH:20][c:21]12>>[CH3:1][O:2][c:3]1[cH:4][cH:5][c:6]([CH:7]=[C:22]([c:15]2[cH:14][nH:13][c:21]3[c:16]2[cH:17][cH:18][cH:19][cH:20]3)[C:23]#[N:24])[cH:9][c:10]1[O:11][CH3:12]. Reactants: [Cl-].[NH4+] (ammonium chloride), FC=1C=C(CO)C=CC1F (3,4-difluorobenzyl alcohol), [H-].[Na+] (sodium hydride), CSC1=NC=C(C(=N1)C1=CC=C(C=C1)Cl)C1=C(C=C(C=C1)Cl)Cl (2-methylthio-4-(4-chlorophenyl)-5-(2,4-dichlorophenyl)pyrimidine). Solvent: CN(C)C=O (DMF), CN(C)C=O (DMF). Yields the product FC=1C=C(COC2=NC=C(C(=N2)C2=CC=C(C=C2)Cl)C2=C(C=C(C=C2)Cl)Cl)C=CC1F (2-(3,4-difluorobenzyloxy)-4-(4-chlorophenyl)-5-(2,4-dichlorophenyl)pyrimidine). Reaction SMILES: [F:1][C:2]1[CH:3]=[C:4]([CH:7]=[CH:8][C:9]=1[F:10])[CH2:5][OH:6].[H-].[Na+].CS[C:15]1[N:20]=[C:19]([C:21]2[CH:26]=[CH:25][C:24]([Cl:27])=[CH:23][CH:22]=2)[C:18]([C:28]2[CH:33]=[CH:32][C:31]([Cl:34])=[CH:30][C:29]=2[Cl:35])=[CH:17][N:16]=1.[Cl-].[NH4+]>CN(C=O)C>[F:1][C:2]1[CH:3]=[C:4]([CH:7]=[CH:8][C:9]=1[F:10])[CH2:5][O:6][C:15]1[N:20]=[C:19]([C:21]2[CH:26]=[CH:25][C:24]([Cl:27])=[CH:23][CH:22]=2)[C:18]([C:28]2[CH:33]=[CH:32][C:31]([Cl:34])=[CH:30][C:29]=2[Cl:35])=[CH:17][N:16]=1 |f:1.2,4.5|. Procedure: To a 25 mL round bottom flask fitted with a stirrer bar was added 3 mL DMF, 3,4-difluorobenzyl alcohol (113.3 mg, 0.79 mmol) and sodium hydride (60% in oil, 52.4 mg, 1.31 mmol). The flask was flushed with N2, stoppered with a rubber septum and 2-methylthio-4-(4-chlorophenyl)-5-(2,4-dichlorophenyl)pyrimidine (100 mg, 0.26 mmole) from Reference Example 3 was added via syringe in 500 μL of DMF for 90 min. Aqueous ammonium chloride was added, the mixture extracted with ethyl acetate (3×) and the com...